From a dataset of the Open Reaction Database (ORD), a public repository of structured organic reaction records. describe an organic reaction: reactants, conditions, products, and yield Starting materials: BrC1=C(C(=CN1C)C(=O)OCC)C (ethyl 5-bromo-1,4-dimethyl-1H-pyrrole-3-carboxylate), FC1=CC=C(C=C1)B(O)O (4-fluorophenyl-boronic acid), C(=O)([O-])[O-].[Na+].[Na+] (Na2CO3). Reagents/catalysts: C=1C=CC(=CC1)[P](C=2C=CC=CC2)(C=3C=CC=CC3)[Pd]([P](C=4C=CC=CC4)(C=5C=CC=CC5)C=6C=CC=CC6)([P](C=7C=CC=CC7)(C=8C=CC=CC8)C=9C=CC=CC9)[P](C=1C=CC=CC1)(C=1C=CC=CC1)C=1C=CC=CC1 (Pd(PPh3)4). Run in C(Cl)Cl (DCM), CN(C)C=O.O (DMF H2O). Run at temperature 110 celsius, time 18 hour. Product: C(C)OC(=O)C1=CN(C(=C1C)C1=CC=C(C=C1)F)C (1,4-dimethyl-5-(4-fluorophenyl)-1H-pyrrole-3-carboxylic acid ethyl ester). Yield: 96.4%. As a reaction SMILES: Br[C:2]1[N:6]([CH3:7])[CH:5]=[C:4]([C:8]([O:10][CH2:11][CH3:12])=[O:9])[C:3]=1[CH3:13].[F:14][C:15]1[CH:20]=[CH:19][C:18](B(O)O)=[CH:17][CH:16]=1.C([O-])([O-])=O.[Na+].[Na+]>CN(C=O)C.O.C(Cl)Cl.C1C=CC([P]([Pd]([P](C2C=CC=CC=2)(C2C=CC=CC=2)C2C=CC=CC=2)([P](C2C=CC=CC=2)(C2C=CC=CC=2)C2C=CC=CC=2)[P](C2C=CC=CC=2)(C2C=CC=CC=2)C2C=CC=CC=2)(C2C=CC=CC=2)C2C=CC=CC=2)=CC=1>[CH2:11]([O:10][C:8]([C:4]1[C:3]([CH3:13])=[C:2]([C:18]2[CH:19]=[CH:20][C:15]([F:14])=[CH:16][CH:17]=2)[N:6]([CH3:7])[CH:5]=1)=[O:9])[CH3:12] |f:2.3.4,5.6,^1:42,44,63,82|. Procedure: A mixture of ethyl 5-bromo-1,4-dimethyl-1H-pyrrole-3-carboxylate (246 mg, 1.0 mmol), 4-fluorophenyl-boronic acid (210 mg, 1.5 mmol), Na2CO3 (320 mg, 3.0 mmol) and Pd(PPh3)4 (116 mg, 0.10 mmol) in DMF/H2O (10:1, 10 mL) was sparged with nitrogen for 10 min. The reaction vial was sealed and heated at 110° C. with stirring. After 18 h, the reaction mixture was diluted with DCM and then filtered. The filtrate was concentrated under reduced pressure and then purified by column chromatography, eluting ... The reactants are CCOC(C)=O, CC(C)O, O=[N+]([O-])c1ccc(Oc2ccc3c(c2)CCC(c2ccccc2)O3)nc1, Oc1ccc2c(c1)C(O)CC(c1ccccc1)O2, Cc1ccccc1. The product is O=[N+]([O-])c1ccc(Oc2ccc3c(c2)C(O)CC(c2ccccc2)O3)nc1. Reaction SMILES: [C:45]([O:46][CH2:47][CH3:48])(=[O:49])[CH3:50].[CH3:58][CH:59]([OH:60])[CH3:61].[N+:1](=[O:2])([O-:3])[c:4]1[cH:5][cH:6][c:7]([O:10][c:11]2[cH:12][c:13]3[c:18]([cH:19][cH:20]2)[O:17][CH:16]([c:21]2[cH:22][cH:23][cH:24][cH:25][cH:26]2)[CH2:15][CH2:14]3)[n:8][cH:9]1.[c:27]1([CH:28]2[CH2:29][CH:30]([OH:31])[c:32]3[c:33]([cH:35][cH:36][c:37]([OH:38])[cH:39]3)[O:34]2)[cH:40][cH:41][cH:42][cH:43][cH:44]1.[c:51]1([CH3:52])[cH:53][cH:54][cH:55][cH:56][cH:57]1>>[N+:1](=[O:2])([O-:3])[c:4]1[cH:5][cH:6][c:7]([O:10][c:11]2[cH:12][c:13]3[c:18]([cH:19][cH:20]2)[O:17][CH:16]([c:21]2[cH:22][cH:23][cH:24][cH:25][cH:26]2)[CH2:15][CH:14]3[OH:34])[n:8][cH:9]1. The reactants are CC(=O)c1ccc(S(=O)(=O)Nc2ccc(Cl)cc2-n2nnc3ncccc32)cc1, C1CCOC1, CC#N, CC[O-], CC[O-], CC[O-], CC[O-], Cl, NO, O, [Ti+4]. The product is CC(=NO)c1ccc(S(=O)(=O)Nc2ccc(Cl)cc2-n2nnc3ncccc32)cc1. As a reaction SMILES: [C:1]([CH3:2])(=[O:3])[c:4]1[cH:5][cH:6][c:7]([S:10](=[O:11])(=[O:12])[NH:13][c:14]2[c:15](-[n:21]3[n:22][n:23][c:24]4[n:25][cH:26][cH:27][cH:28][c:29]34)[cH:16][c:17]([Cl:20])[cH:18][cH:19]2)[cH:8][cH:9]1.[CH2:33]1[O:34][CH2:35][CH2:36][CH2:37]1.[CH3:38][C:39]#[N:40].[CH3:42][CH2:43][O-:44].[CH3:46][CH2:47][O-:48].[CH3:49][CH2:50][O-:51].[CH3:52][CH2:53][O-:54].[ClH:30].[NH2:31][OH:32].[OH2:41].[Ti+4:45]>>[C:1]([CH3:2])([c:4]1[cH:5][cH:6][c:7]([S:10](=[O:11])(=[O:12])[NH:13][c:14]2[c:15](-[n:21]3[n:22][n:23][c:24]4[n:25][cH:26][cH:27][cH:28][c:29]34)[cH:16][c:17]([Cl:20])[cH:18][cH:19]2)[cH:8][cH:9]1)=[N:31][OH:32].